Dataset: the Open Reaction Database (ORD), a public repository of structured organic reaction records. Task: describe an organic reaction: reactants, conditions, products, and yield Reactants: aqueous solution, [OH-].[Na+] (sodium hydroxide), COC1=CC=C(C=C1)C(C(=O)O)(C)C1=CC=C(C=C1)N1CCCC1 (2-(4-methoxyphenyl)-2-(4-pyrrolidinophenyl)propionic acid), aqeous solution, OO (hydrogen peroxide). Run at time 2 hour. Product: COC1=CC=C(C=C1)C(=C)C1=CC=C(C=C1)N1CCCC1 (1-(4-methoxyphenyl)-1-(4-pyrrolidinophenyl)ethylene). Isolated yield 69.9%. Reaction SMILES: [OH-].[Na+].[CH3:3][O:4][C:5]1[CH:10]=[CH:9][C:8]([C:11]([C:16]2[CH:21]=[CH:20][C:19]([N:22]3[CH2:26][CH2:25][CH2:24][CH2:23]3)=[CH:18][CH:17]=2)(C)[C:12](O)=O)=[CH:7][CH:6]=1.OO>>[CH3:3][O:4][C:5]1[CH:10]=[CH:9][C:8]([C:11]([C:16]2[CH:21]=[CH:20][C:19]([N:22]3[CH2:26][CH2:25][CH2:24][CH2:23]3)=[CH:18][CH:17]=2)=[CH2:12])=[CH:7][CH:6]=1 |f:0.1|. Procedure: Into 50 ml of 5% aqueous solution of sodium hydroxide was dissolved 5 g of 2-(4-methoxyphenyl)-2-(4-pyrrolidinophenyl)propionic acid. Thereto was gradually added dropwise 2.4 g of 35% aqeous solution of hydrogen peroxide and the mixture was reacted at room temperature with stirring for 2 hours, and further at 60° C. with stirring for one hour. The reaction mixture was cooled and the precipitated crystal was collected by filtration. The crystal was recrystallized from methanol to give 3.0 g (yiel... The reactants are ClC1=NC=C(C(=N1)NC1C2C(OC1)C(CO2)OC)Cl (2,5-dichloro-N-(6-methoxyhexahydrofuro[3,2-b]furan-3-yl)pyrimidin-4-amine), CCN(C(C)C)C(C)C (DIPEA), Cl.CN1N=CC(=C1)N (1-methylpyrazol-4-amine hydrochloride). Run in CCCCO (n-BuOH). Product: ClC=1C(=NC(=NC1)NC=1C=NN(C1)C)NC1C2C(OC1)C(CO2)OC (5-chloro-N4-(6-methoxyhexahydrofuro[3,2-b]furan-3-yl)-N2-(1-methyl-1H-pyrazol-4-yl)pyrimidine-2,4-diamine). The yield is 42.7%. Reaction SMILES: Cl[C:2]1[N:7]=[C:6]([NH:8][CH:9]2[CH2:13][O:12][CH:11]3[CH:14]([O:17][CH3:18])[CH2:15][O:16][CH:10]23)[C:5]([Cl:19])=[CH:4][N:3]=1.CCN(C(C)C)C(C)C.Cl.[CH3:30][N:31]1[CH:35]=[C:34]([NH2:36])[CH:33]=[N:32]1>CCCCO>[Cl:19][C:5]1[C:6]([NH:8][CH:9]2[CH2:13][O:12][CH:11]3[CH:14]([O:17][CH3:18])[CH2:15][O:16][CH:10]23)=[N:7][C:2]([NH:36][C:34]2[CH:33]=[N:32][N:31]([CH3:30])[CH:35]=2)=[N:3][CH:4]=1 |f:2.3|. Reported procedure: A solution of 2,5-dichloro-N-(6-methoxyhexahydrofuro[3,2-b]furan-3-yl)pyrimidin-4-amine (430 mg, 1.4046 mmol), DIPEA (546.7 mg, 4.23 mmol) and 1-methylpyrazol-4-amine hydrochloride (283.3 mg, 2.12 mmol) in n-BuOH (10 mL) was stirred in a sealed tube at 150° C. for 23 h. The reaction solution was concentrated in vacuo, and the residue was purified by silica gel column chromatography (DCM/MeOH (v/v)=50/1) to give the crude product as a white solid. The crude product was recrystallized from acetone... Reactants: COC(=O)C=1SC(=CC1N)C=O (3-Amino-5-formylthiophene-2-carboxylic acid methyl ester), COC(OC)N(C)C (dimethoxymethyldimethylamine). The product is COC(=O)C=1SC(=CC1N=CN(C)C)C=O (3-(Dimethylaminomethyleneamino)-5-formylthiophene-2-carboxylic acid methyl ester). Reaction SMILES: [CH3:1][O:2][C:3]([C:5]1[S:6][C:7]([CH:11]=[O:12])=[CH:8][C:9]=1[NH2:10])=[O:4].CO[CH:15]([N:18]([CH3:20])[CH3:19])OC>>[CH3:1][O:2][C:3]([C:5]1[S:6][C:7]([CH:11]=[O:12])=[CH:8][C:9]=1[N:10]=[CH:15][N:18]([CH3:20])[CH3:19])=[O:4]. Procedure: 3-Amino-5-formylthiophene-2-carboxylic acid methyl ester and dimethoxymethyldimethylamine were reacted by method B. The product with the molecular weight of 240.28 (C10H12N2O3S) was obtained in this way; MS (ESI): 241 (M+H+). Yields the product Cl.N[C@@H](C[C@H](CNC(C1=C(C=CC=C1)OCCCOC)=O)C(C)C)[C@H](CNC(C(C)(C)C)=O)O (N-[4(S)-Amino-6-(2,2-dimethylpropionylamino)-5(S)-hydroxy-2(S)-isopropylhexyl]-2-(3-methoxypropoxy)benzamide hydrochloride). Reaction SMILES: [CH3:1][C:2]([CH3:40])([CH3:39])[C:3]([NH:5][CH2:6][C@@H:7]([C@@H:9]([NH:31]C(=O)OC(C)(C)C)[CH2:10][C@H:11]([CH2:15][NH:16][C:17](=[O:30])[C:18]1[CH:23]=[CH:22][CH:21]=[CH:20][C:19]=1[O:24][CH2:25][CH2:26][CH2:27][O:28][CH3:29])[CH:12]([CH3:14])[CH3:13])[OH:8])=[O:4].[ClH:41]>>[ClH:41].[NH2:31][C@H:9]([C@@H:7]([OH:8])[CH2:6][NH:5][C:3](=[O:4])[C:2]([CH3:40])([CH3:39])[CH3:1])[CH2:10][C@@H:11]([CH:12]([CH3:14])[CH3:13])[CH2:15][NH:16][C:17](=[O:30])[C:18]1[CH:23]=[CH:22][CH:21]=[CH:20][C:19]=1[O:24][CH2:25][CH2:26][CH2:27][O:28][CH3:29] |f:2.3|. Reported procedure: The solution of 0.030 g of tert-butyl (1(S)-[2-(2,2-dimethylpropionylamino)-1(S)-hydroxyethyl]-3(S)-{[2-(3-methoxypropoxy)benzoylamino]methyl}-4-methylpentyl)carbamate in 1 ml of 4M HCl (in dioxane) is stirred at 0° C. to 20° C. over 2 hours, subsequently concentrated by evaporation to dryness—the residue is dissolved in 1 ml of tert-butanol, frozen and lyophilized under high vacuum. The title compound is obtained as a white powder. Rf=0.20 (200:20:1 dichloromethane-methanol-25% conc. ammonia); ... Reactants: CC(C(=O)NC[C@H](O)[C@H](C[C@@H](C(C)C)CNC(C1=C(C=CC=C1)OCCCOC)=O)NC(OC(C)(C)C)=O)(C)C (tert-butyl (1(S)-[2-(2,2-dimethylpropionylamino)-1(S)-hydroxyethyl]-3(S)-{[2-(3-methoxypropoxy)benzoylamino]methyl}-4-methylpentyl)carbamate), Cl (HCl). Starting materials: COC1=C(C=C(C=C1)NC=1SC=C(N1)C)O (2-methoxy-5-(4-methylthiazol-2-ylamino)phenol), C(=O)([O-])[O-].[K+].[K+] (K2CO3), BrCC=C(C)C (4-bromo-2-methyl-2-butene). Solvent: CC(=O)C (acetone). Product: CC=1N=C(SC1)NC1=CC(=C(C=C1)OC)OCC=C(C)C (4-Methyl-N-(4-methoxy-3-(3-methylbut-2-enyloxy)phenyl)thiazol-2-amine). Isolated yield 54.0%. RXN SMILES: [CH3:1][O:2][C:3]1[CH:8]=[CH:7][C:6]([NH:9][C:10]2[S:11][CH:12]=[C:13]([CH3:15])[N:14]=2)=[CH:5][C:4]=1[OH:16].C([O-])([O-])=O.[K+].[K+].Br[CH2:24][CH:25]=[C:26]([CH3:28])[CH3:27]>CC(C)=O>[CH3:15][C:13]1[N:14]=[C:10]([NH:9][C:6]2[CH:7]=[CH:8][C:3]([O:2][CH3:1])=[C:4]([O:16][CH2:24][CH:25]=[C:26]([CH3:28])[CH3:27])[CH:5]=2)[S:11][CH:12]=1 |f:1.2.3|. Reported procedure: Following the general procedure for O-alkylation, Method A, a mixture of 2-methoxy-5-(4-methylthiazol-2-ylamino)phenol (30 mg, 0.10 mmol) and K2CO3 (15 mg, 0.11 mmol) in acetone (1.0 mL) was treated with 4-bromo-2-methyl-2-butene (0.014 mL, 0.12 mmol). The reaction mixture was heated at reflux for 4 h. The title compound was obtained after purification by flash chromatography on silica gel (hexane:EtOAc 7/3) in 54% yield (16 mg). Reactants: C(C)(=O)[O-].[NH4+] (ammonium acetate), N1C=C(C2=CC=CC=C12)CC(C(=O)O)=O (3-Indolpyruvic acid), C(C)(=O)[O-].[NH4+] (ammonium acetate). Conditions: time 5 minute. Yields the product C1=CC2=C(C=C1O)C(=CN2)CCN (Serotonin). RXN SMILES: [C:1]([O-:4])(=O)[CH3:2].[NH4+:5].[NH:6]1[C:14]2[C:9](=[CH:10]C=C[CH:13]=2)[C:8]([CH2:15][C:16](=O)C(O)=O)=[CH:7]1>>[CH:2]1[C:1]([OH:4])=[CH:10][C:9]2[C:8]([CH2:15][CH2:16][NH2:5])=[CH:7][NH:6][C:14]=2[CH:13]=1 |f:0.1|. Procedure: A preliminary experiment was conducted on groups of 2 male Sprague-Dawley rats each, weighing 220-250 g. Hyperammoniemia was induced by administration of 5 moles/kg i.p. of ammonium acetate one hour before sacrifice. 3-Indolpyruvic acid was administered in 10 mg/kg p.o. doses one hour before the ammonium acetate, that is 2 hours before sacrifice. After decapitation, the cerebral hemispheres were rapidly removed, weighed and homogenized with a double volume of physiological solution +0,1 ml of 20... Run in petroleum ether, petroleum ether, petroleum ether, petroleum ether. Procedure details: Lauryl alcohol in the amount of 294.4 g was heated in a flask of 1 L to a temperature of 60° C. One hundred grams (100 g) of gallic acid was added (purity 90%) together with 1 ml of sulfuric acid (96%) as a catalyst. The mixture was submitted to reaction in a Rotavapor at a temperature of approximately 160° C. and a vacuum of −0.4 bar. While reacting, the azeotropic water/lauryl alcohol was distilled off. Approximately 5 to 6 hours were needed for completion. The percent of remaining gallic acid... Reagents/catalysts: S(O)(O)(=O)=O (sulfuric acid). Conditions: temperature 55 celsius. The product is C(C1=CC(O)=C(O)C(O)=C1)(=O)OCCCCCCCCCCCC (lauryl gallate), filtrate A. Starting materials: C(CCCCCCCCCCC)O (Lauryl alcohol), C(C1=CC(O)=C(O)C(O)=C1)(=O)O (gallic acid). RXN SMILES: [CH2:1]([OH:13])[CH2:2][CH2:3][CH2:4][CH2:5][CH2:6][CH2:7][CH2:8][CH2:9][CH2:10][CH2:11][CH3:12].[C:14](O)(=[O:24])[C:15]1[CH:23]=[C:21]([OH:22])[C:19]([OH:20])=[C:17]([OH:18])[CH:16]=1>S(=O)(=O)(O)O>[C:14]([O:13][CH2:1][CH2:2][CH2:3][CH2:4][CH2:5][CH2:6][CH2:7][CH2:8][CH2:9][CH2:10][CH2:11][CH3:12])(=[O:24])[C:15]1[CH:16]=[C:17]([OH:18])[C:19]([OH:20])=[C:21]([OH:22])[CH:23]=1.